Dataset: the Open Reaction Database (ORD), a public repository of structured organic reaction records. Task: describe an organic reaction: reactants, conditions, products, and yield Reactants: NC[C@H]1N(CCC(=C1C(N(CC1=C(C(=CC=C1)Cl)Cl)C1CC1)=O)C1=CC=C(C=C1)OCCOC1=C(C=CC=C1Cl)Cl)C(=O)OC(C)(C)C ((S)-tert-butyl 2-(aminomethyl)-3-(cyclopropyl(2,3-dichlorobenzyl)carbamoyl)-4-(4-(2-(2,6-dichlorophenoxy)ethoxy)phenyl)-5,6-dihydropyridine-1(2H)-carboxylate), C(=O)(C(F)(F)F)O.C(Cl)Cl (TFA DCM). Reaction conditions: time 3 hour. Product: NC[C@H]1NCCC(=C1C(=O)N(CC1=C(C(=CC=C1)Cl)Cl)C1CC1)C1=CC=C(C=C1)OCCOC1=C(C=CC=C1Cl)Cl ((S)-2-(aminomethyl)-N-cyclopropyl-N-(2,3-dichlorobenzyl)-4-(4-(2-(2,6-dichlorophenoxy)ethoxy)phenyl)-1,2,5,6-tetrahydropyridine-3-carboxamide). Yield: 25.0%. As a reaction SMILES: [NH2:1][CH2:2][C@@H:3]1[C:8]([C:9](=[O:23])[N:10]([CH:20]2[CH2:22][CH2:21]2)[CH2:11][C:12]2[CH:17]=[CH:16][CH:15]=[C:14]([Cl:18])[C:13]=2[Cl:19])=[C:7]([C:24]2[CH:29]=[CH:28][C:27]([O:30][CH2:31][CH2:32][O:33][C:34]3[C:39]([Cl:40])=[CH:38][CH:37]=[CH:36][C:35]=3[Cl:41])=[CH:26][CH:25]=2)[CH2:6][CH2:5][N:4]1C(OC(C)(C)C)=O.C(O)(C(F)(F)F)=O.C(Cl)Cl>>[NH2:1][CH2:2][C@@H:3]1[C:8]([C:9]([N:10]([CH:20]2[CH2:22][CH2:21]2)[CH2:11][C:12]2[CH:17]=[CH:16][CH:15]=[C:14]([Cl:18])[C:13]=2[Cl:19])=[O:23])=[C:7]([C:24]2[CH:29]=[CH:28][C:27]([O:30][CH2:31][CH2:32][O:33][C:34]3[C:39]([Cl:40])=[CH:38][CH:37]=[CH:36][C:35]=3[Cl:41])=[CH:26][CH:25]=2)[CH2:6][CH2:5][NH:4]1 |f:1.2|. Procedure details: Into a 10 mL round bottom flask was added 19D (50 mg, 79 μmol) and 25% TFA/DCM (5 mL). The mixture was stirred at room temperature for 3 hours. Solvent was removed under vacuum and the residue was purified by preparatory LCMS to yield Compound 14 (25-80%). 1H NMR (400 MHz, DMSO-d6) δ ppm 0.23-0.91 (m, 4H) 2.33 (m, 2H) 2.99 (br. s., 1H) 3.30-3.59 (m, 4H) 4.07-4.68 (m, 7H) 6.85-7.07 (m, 2H) 7.14-7.31 (m, 4H) 7.40-7.59 (m, 4H). ESI-MS:m/z 636.2 (M+H)+. Starting materials: [Mg] (magnesium), BrC1=CC=C(C=C1)OC (4-bromoanisole), COC1=CC=C(C=C1)[Mg]Br (4-methoxyphenyl magnesium bromide), C(C1=CC=CC=C1)OC=1C=C2C(C(=C(C2=CC1)C1=CC2=C(C=C1)OCO2)C(=O)OC)=O (methyl 5-benzyloxy-1-(3,4-methylenedioxyphenyl)-3-oxoindene-2-carboxylate). Run in CCOCC.C1CCOC1 (Et2O THF), C1CCOC1 (THF). The product is C(C1=CC=CC=C1)OC=1C=C2C(C(=C(C2=CC1)C1=CC2=C(C=C1)OCO2)C(=O)OC)(C2=CC=C(C=C2)OC)O (Methyl(3RS)-5-Benzyloxy-3-hydroxy-3-(4-methoxyphenyl)-1-(3,4-methylenedioxyphenyl)indene-2-carboxylate). The yield is 110.8%. RXN SMILES: [Mg].Br[C:3]1[CH:8]=[CH:7][C:6]([O:9][CH3:10])=[CH:5][CH:4]=1.COC1C=CC([Mg]Br)=CC=1.[CH2:21]([O:28][C:29]1[CH:30]=[C:31]2[C:35](=[CH:36][CH:37]=1)[C:34]([C:38]1[CH:43]=[CH:42][C:41]3[O:44][CH2:45][O:46][C:40]=3[CH:39]=1)=[C:33]([C:47]([O:49][CH3:50])=[O:48])[C:32]2=[O:51])[C:22]1[CH:27]=[CH:26][CH:25]=[CH:24][CH:23]=1>C1COCC1.CCOCC.C1COCC1>[CH2:21]([O:28][C:29]1[CH:30]=[C:31]2[C:35](=[CH:36][CH:37]=1)[C:34]([C:38]1[CH:43]=[CH:42][C:41]3[O:44][CH2:45][O:46][C:40]=3[CH:39]=1)=[C:33]([C:47]([O:49][CH3:50])=[O:48])[C:32]2([OH:51])[C:3]1[CH:8]=[CH:7][C:6]([O:9][CH3:10])=[CH:5][CH:4]=1)[C:22]1[CH:23]=[CH:24][CH:25]=[CH:26][CH:27]=1 |f:5.6|. Procedure: To dry magnesium turnings (0.96 g, 40 mmol) under an argon atmosphere was added a solution of 4-bromoanisole (7.48 g, 40 mmol) in 9:1 Et2O/THF (50 ml). The resulting 4-methoxyphenyl magnesium bromide solution was added portionwise to a solution of methyl 5-benzyloxy-1-(3,4-methylenedioxyphenyl)-3-oxoindene-2-carboxylate (8.29 g, 20 mmol) in THF (250 ml) under an argon atmosphere. Upon completion of the addition, the mixture was quenched by the addition of 3M HCl and extracted with EtOAc. The org... Reactants: ClC1=NC(=CC(=N1)C(C)(C)O)C1=CC=C(C=C1)Cl (2-[2-chloro-6-(4-chloro-phenyl)-pyrimidin-4-yl]-propan-2-ol), CC=1OC(=CN1)C1=CC=C(C=C1)N (4-(2-methyl-oxazol-5-yl)-phenylamine). Product: ClC1=CC=C(C=C1)C1=CC(=NC(=N1)NC1=CC=C(C=C1)C1=CN=C(O1)C)C(C)(C)O (2-{6-(4-Chloro-phenyl)-2-[4-(2-methyl-oxazol-5-yl)-phenylamino]-pyrimidin-4-yl}-propan-2-ol). The yield is 22.2%. RXN SMILES: Cl[C:2]1[N:7]=[C:6]([C:8]([OH:11])([CH3:10])[CH3:9])[CH:5]=[C:4]([C:12]2[CH:17]=[CH:16][C:15]([Cl:18])=[CH:14][CH:13]=2)[N:3]=1.[CH3:19][C:20]1[O:21][C:22]([C:25]2[CH:30]=[CH:29][C:28]([NH2:31])=[CH:27][CH:26]=2)=[CH:23][N:24]=1>>[Cl:18][C:15]1[CH:16]=[CH:17][C:12]([C:4]2[N:3]=[C:2]([NH:31][C:28]3[CH:27]=[CH:26][C:25]([C:22]4[O:21][C:20]([CH3:19])=[N:24][CH:23]=4)=[CH:30][CH:29]=3)[N:7]=[C:6]([C:8]([OH:11])([CH3:10])[CH3:9])[CH:5]=2)=[CH:13][CH:14]=1. Procedure details: Using in analogous manner the procedure described in example 1e), 2-[2-chloro-6-(4-chloro-phenyl)-pyrimidin-4-yl]-propan-2-ol (112 mg, 0.3 mmol) was reacted with 4-(2-methyl-oxazol-5-yl)-phenylamine (61 mg, 0.3 mmol) to give the title compound as light yellow solid (28 mg, 22%). MS ISP (m/e): 421.1 [(M+H)+]. 1H NMR (CDCl3, 300 MHz): δ (ppm)=8.04, 7.74, 7.63 and 7.50 (4 d, 4×2H), 7.20 (s, 1H), 7.23 (s, 1H), 7.15 (s, 1H), 4.01 (s, 1H), 2.53 (s, 3H), 1.61 (s, 6H).